Task: describe an organic reaction: reactants, conditions, products, and yield. Dataset: the Open Reaction Database (ORD), a public repository of structured organic reaction records The reactants are CCO, [Cl-], [Fe], O=[N+]([O-])c1ccc(O)c(OC(F)(F)F)c1, N, O. The product is Nc1ccc(O)c(OC(F)(F)F)c1. RXN SMILES: [CH3:18][CH2:19][OH:20].[Cl-:16].[Fe:21].[N+:1]([O-:2])(=[O:3])[c:4]1[cH:5][c:6]([O:11][C:12]([F:13])([F:14])[F:15])[c:7]([OH:10])[cH:8][cH:9]1.[NH3:17].[OH2:22]>>[NH2:1][c:4]1[cH:5][c:6]([O:11][C:12]([F:13])([F:14])[F:15])[c:7]([OH:10])[cH:8][cH:9]1. Reactants: Cl.N12C[C@H](C(CC1)CC2)NC(=O)C=2SC1=C(C2)C=C(C=C1)[N+](=O)[O-] (N-[(3S)-1-azabicyclo[2.2.2]oct-3-yl]-5-nitro-1-benzo-thiophene-2-carboxamide hydrochloride), C(C)(=O)O (acetic acid). Reagents/catalysts: [Zn] (zinc). The solvent is O (water). Conditions: time 1 hour. The product is Cl.Cl.N12C[C@H](C(CC1)CC2)NC(=O)C=2SC1=C(C2)C=C(C=C1)N (N-[(3S)-1-Azabicyclo[2.2.2]oct-3-yl]-5-amino-1-benzothiophene-2-carboxamide dihydrochloride). As a reaction SMILES: [ClH:1].[N:2]12[CH2:9][CH2:8][CH:5]([CH2:6][CH2:7]1)[C@H:4]([NH:10][C:11]([C:13]1[S:14][C:15]3[CH:21]=[CH:20][C:19]([N+:22]([O-])=O)=[CH:18][C:16]=3[CH:17]=1)=[O:12])[CH2:3]2.C(O)(=O)C>[Zn].O>[ClH:1].[ClH:1].[N:2]12[CH2:7][CH2:6][CH:5]([CH2:8][CH2:9]1)[C@H:4]([NH:10][C:11]([C:13]1[S:14][C:15]3[CH:21]=[CH:20][C:19]([NH2:22])=[CH:18][C:16]=3[CH:17]=1)=[O:12])[CH2:3]2 |f:0.1,5.6.7|. Reported procedure: 422 mg (1.15 mmol) of N-[(3S)-1-azabicyclo[2.2.2]oct-3-yl]-5-nitro-1-benzo-thiophene-2-carboxamide hydrochloride are suspended in 10 ml of a 1:1 mixture of acetic acid and water. 300.0 mg (4.59 mmol) of zinc are added, the mixture is then stirred at RT for 1 h. The reaction mixture is filtered through kieselguhr, and the filter cake is washed with methanol. The filtrate is concentrated under reduced pressure and the residue is purified by preparative HPLC. The product fraction is dissolved in 4M... Reactants: O=C(O)c1ccc(Cl)cc1C(=O)c1ccccc1, [NH4+], O=S(=O)([O-])[O-], [OH-], [Zn]. Yields the product O=C(O)c1ccc(Cl)cc1Cc1ccccc1. Reaction SMILES: [C:6]([c:7]1[cH:8][cH:9][cH:10][cH:11][cH:12]1)(=[O:13])[c:14]1[c:15]([C:16](=[O:17])[OH:18])[cH:19][cH:20][c:21]([Cl:23])[cH:22]1.[NH4+:24].[O-:1][S:2](=[O:3])(=[O:4])[O-:5].[OH-:25].[Zn:26]>>[CH2:6]([c:7]1[cH:8][cH:9][cH:10][cH:11][cH:12]1)[c:14]1[c:15]([C:16](=[O:17])[OH:18])[cH:19][cH:20][c:21]([Cl:23])[cH:22]1. Reactants: O (Water), CC(C)([O-])C.[K+] (potassium t-butoxide), COC(=O)C1N(CC2=CC(=C(C=C2C1)OC)OC)C(=O)OC(C)(C)C (3,4-dihydro-6,7-dimethoxy-2,3(1H)-isoquinolinedicarboxylic acid 2-(1,1-dimethylethyl) 3-methyl ester). Run in C(C)OCC (diethyl ether), CCOCC (ether). Conditions: temperature 8 celsius, time 5 minute. The product is CC(C)(C)OC(=O)N1CC2=CC(=C(C=C2CC1C(=O)O)OC)OC (3,4-dihydro-6,7-dimethoxy-2,3(1H)-Isoquinolinedicarboxylic acid 2-(1,1-dimethylethyl) ester). Isolated yield 101.4%. RXN SMILES: O.CC(C)([O-])C.[K+].C[O:9][C:10]([CH:12]1[CH2:21][C:20]2[C:15](=[CH:16][C:17]([O:24][CH3:25])=[C:18]([O:22][CH3:23])[CH:19]=2)[CH2:14][N:13]1[C:26]([O:28][C:29]([CH3:32])([CH3:31])[CH3:30])=[O:27])=[O:11]>C(OCC)C>[CH3:32][C:29]([O:28][C:26]([N:13]1[CH:12]([C:10]([OH:11])=[O:9])[CH2:21][C:20]2[C:15](=[CH:16][C:17]([O:24][CH3:25])=[C:18]([O:22][CH3:23])[CH:19]=2)[CH2:14]1)=[O:27])([CH3:30])[CH3:31] |f:1.2|. Procedure: Water (64 mg, 0.07 mL. 3.56 mmol) was added to a slurry of potassium t-butoxide (1.44 g, 12.8 mmol) in diethyl ether (25 mL) at 0° C. with stirring. After 5 minutes, the title B compound, 3,4-dihydro-6,7-dimethoxy-2,3(1H)-isoquinolinedicarboxylic acid 2-(1,1-dimethylethyl) 3-methyl ester (570 mg, 1.62 mmol) was added as a solution in 8 mL of ether. Stirring was continued for 45 minutes with warming to 8° C. after which the cooling bath was removed and stirring was continued at room temperature f... The product is FC(S(=O)(=O)[O-])(F)F.C1(=CC=C(C=C1)S(=O)(=O)N(C)[S+](C1=CC=CC=C1)C1=CC=CC=C1)C (N-p-toluenesulfonyl-N-methylaminodiphenylsulfonium trifluoromethanesulfonate). Run in C1(=CC=CC=C1)C (toluene). Reactants: C1(=CC=C(C=C1)S(=O)(=O)N=S(C1=CC=CC=C1)C1=CC=CC=C1)C (N-p-toluenesulfonyldiphenylsulfilimine), FC(S(=O)(=O)OC)(F)F (methyl trifluoromethanesulfonate). Reported procedure: 10.65 g (0.03 mol) of N-p-toluenesulfonyldiphenylsulfilimine were suspended in 50 ml of dry toluene and, after addition of 6.55 g (0.04 mol) of methyl trifluoromethanesulfonate, were stirred under reflux for 2 hours. On cooling, the reaction solution divided into two phases, the lower of which was removed. The solid residue remaining on concentrating the lower phase was recrystallized from ethyl acetate and dried to give 11.0 g of the salt (I). Analysis and properties are indicated in Table 1. As a reaction SMILES: [C:1]1([CH3:24])[CH:6]=[CH:5][C:4]([S:7]([N:10]=[S:11]([C:18]2[CH:23]=[CH:22][CH:21]=[CH:20][CH:19]=2)[C:12]2[CH:17]=[CH:16][CH:15]=[CH:14][CH:13]=2)(=[O:9])=[O:8])=[CH:3][CH:2]=1.[F:25][C:26]([F:33])([F:32])[S:27]([O:30]C)(=[O:29])=[O:28]>C1(C)C=CC=CC=1>[F:25][C:26]([F:33])([F:32])[S:27]([O-:30])(=[O:29])=[O:28].[C:1]1([CH3:24])[CH:2]=[CH:3][C:4]([S:7]([N:10]([S+:11]([C:18]2[CH:19]=[CH:20][CH:21]=[CH:22][CH:23]=2)[C:12]2[CH:17]=[CH:16][CH:15]=[CH:14][CH:13]=2)[CH3:26])(=[O:8])=[O:9])=[CH:5][CH:6]=1 |f:3.4|. Isolated yield 105.9%. The reactants are Cl (HCl), N[C@@H](C)C(=O)O (alanine), Cl (HCl). Product: N[C@@H](CCC(=O)O)C(=O)O (glutamic acid). Reaction SMILES: Cl.[NH2:2][C@H:3]([C:5]([OH:7])=[O:6])[CH3:4]>>[NH2:2][C@H:3]([C:5]([OH:7])=[O:6])[CH2:4][CH2:3][C:5]([OH:7])=[O:6]. Reported procedure: Acid hydrolysis: Acid hydrolysis with 6N-HCl yields alanine, and acid hydrolysis with 6N-HCl subsequent to oxidation with HIO4 yields glutamic acid.